From a dataset of the Open Reaction Database (ORD), a public repository of structured organic reaction records. describe an organic reaction: reactants, conditions, products, and yield Starting materials: Brc1ccccn1, O=C([O-])[O-], O=C(O)c1ccc(B(O)O)cc1, CC#N, [Na+], [Na+], c1ccc(P(c2ccccc2)(c2ccccc2)[Pd](P(c2ccccc2)(c2ccccc2)c2ccccc2)(P(c2ccccc2)(c2ccccc2)c2ccccc2)P(c2ccccc2)(c2ccccc2)c2ccccc2)cc1. Product: O=C(O)c1ccc(-c2ccccn2)cc1. Reaction SMILES: [Br:1][c:2]1[cH:3][cH:4][cH:5][cH:6][n:7]1.[C:20](=[O:21])([O-:22])[O-:23].[C:8](=[O:9])([OH:10])[c:11]1[cH:12][cH:13][c:14]([B:17]([OH:18])[OH:19])[cH:15][cH:16]1.[CH3:26][C:27]#[N:28].[Na+:24].[Na+:25].[cH:29]1[cH:30][cH:31][c:32]([P:33]([Pd:34]([P:35]([c:36]2[cH:37][cH:38][cH:39][cH:40][cH:41]2)([c:42]2[cH:43][cH:44][cH:45][cH:46][cH:47]2)[c:48]2[cH:49][cH:50][cH:51][cH:52][cH:53]2)([P:54]([c:55]2[cH:56][cH:57][cH:58][cH:59][cH:60]2)([c:61]2[cH:62][cH:63][cH:64][cH:65][cH:66]2)[c:67]2[cH:68][cH:69][cH:70][cH:71][cH:72]2)[P:73]([c:74]2[cH:75][cH:76][cH:77][cH:78][cH:79]2)([c:80]2[cH:81][cH:82][cH:83][cH:84][cH:85]2)[c:86]2[cH:87][cH:88][cH:89][cH:90][cH:91]2)([c:92]2[cH:93][cH:94][cH:95][cH:96][cH:97]2)[c:98]2[cH:99][cH:100][cH:101][cH:102][cH:103]2)[cH:104][cH:105]1>>[c:2]1(-[c:14]2[cH:13][cH:12][c:11]([C:8](=[O:9])[OH:10])[cH:16][cH:15]2)[cH:3][cH:4][cH:5][cH:6][n:7]1.